From a dataset of the Open Reaction Database (ORD), a public repository of structured organic reaction records. describe an organic reaction: reactants, conditions, products, and yield Reactants: C1(=C(C(=C(C(=C1F)F)F)N)F)N.Cl.Cl (dihydrochloride), ClCC(=O)N1C=2N(C(=C(C1)C)C1=CC(=CC=C1)C(F)(F)F)N=CC2C#N (4-(chloroacetyl)4,5-dihydro-6-methyl-7-[3-(trifluoromethyl)phenyl]pyrazolo[1,5-a]pyrimidine-3-carbonitrile), C([O-])([O-])=O.[Na+].[Na+] (sodium carbonate), C(C1=CC=CC=C1)N1CCNCC1 (N-benzylpiperazine). Solvent: C1(=CC=CC=C1)C (toluene). Product: Cl.Cl.CC=1CN(C=2N(C1C1=CC(=CC=C1)C(F)(F)F)N=CC2C#N)C(CN2CCN(CC2)CC2=CC=CC=C2)=O (4,5-Dihydro-6-methyl-4-[[4-(phenylmethyl)-1-piperazinyl]acetyl]-7-[3-(trifluoromethyl)phenyl]pyrazolo[1.5-a]pyrimidine-3-carbonitrile. dihydrochloride). As a reaction SMILES: [Cl:1][CH2:2][C:3]([N:5]1[CH2:10][C:9]([CH3:11])=[C:8]([C:12]2[CH:17]=[CH:16][CH:15]=[C:14]([C:18]([F:21])([F:20])[F:19])[CH:13]=2)[N:7]2[N:22]=[CH:23][C:24]([C:25]#[N:26])=[C:6]12)=[O:4].C(=O)([O-])[O-].[Na+].[Na+].[CH2:33]([N:40]1[CH2:45][CH2:44][NH:43][CH2:42][CH2:41]1)[C:34]1[CH:39]=[CH:38][CH:37]=[CH:36][CH:35]=1.C1(N)C(F)=C(F)C(F)=C(N)C=1F.[ClH:58].Cl>C1(C)C=CC=CC=1>[ClH:1].[ClH:58].[CH3:11][C:9]1[CH2:10][N:5]([C:3](=[O:4])[CH2:2][N:43]2[CH2:44][CH2:45][N:40]([CH2:33][C:34]3[CH:35]=[CH:36][CH:37]=[CH:38][CH:39]=3)[CH2:41][CH2:42]2)[C:6]2[N:7]([N:22]=[CH:23][C:24]=2[C:25]#[N:26])[C:8]=1[C:12]1[CH:17]=[CH:16][CH:15]=[C:14]([C:18]([F:21])([F:20])[F:19])[CH:13]=1 |f:1.2.3,5.6.7,9.10.11|. Procedure details: A mixture of 3.4 g of 4-(chloroacetyl)4,5-dihydro-6-methyl-7-[3-(trifluoromethyl)phenyl]pyrazolo[1,5-a]pyrimidine-3-carbonitrile, 1.1 g of sodium carbonate, 1.7 g of N-benzylpiperazine and 115 ml of toluene was reacted as described in Example 16, giving the base form of the product which was converted to the dihydrochloride salt by the procedure of Example 97, giving 2.4 g, mg 204°-206° C. Reaction conditions: time 24 hour. Run in O (water), CN(C)C=O (DMF). Product: COC1=CC=C(CN(C2=CC3=C(N=CN3)C=C2)CCCC2=CC=CC=C2)C=C1 (N-(4-Methoxybenzyl)-N-(3-phenylpropyl)-3H-benzo[d]imidazol-5-amine). Reaction SMILES: C([N:8]1[C:12]2[CH:13]=[CH:14][C:15]([NH:17][CH2:18][C:19]3[CH:24]=[CH:23][C:22]([O:25][CH3:26])=[CH:21][CH:20]=3)=[CH:16][C:11]=2[N:10]=[CH:9]1)(OC(C)(C)C)=O.C([O-])([O-])=O.[K+].[K+].[C:33]1([CH2:39][CH2:40][CH2:41]Br)[CH:38]=[CH:37][CH:36]=[CH:35][CH:34]=1>CN(C=O)C.O>[CH3:26][O:25][C:22]1[CH:21]=[CH:20][C:19]([CH2:18][N:17]([CH2:41][CH2:40][CH2:39][C:33]2[CH:38]=[CH:37][CH:36]=[CH:35][CH:34]=2)[C:15]2[CH:14]=[CH:13][C:12]3[N:8]=[CH:9][NH:10][C:11]=3[CH:16]=2)=[CH:24][CH:23]=1 |f:1.2.3|. Starting materials: C(=O)([O-])[O-].[K+].[K+] (K2CO3), C1(=CC=CC=C1)CCCBr (phenylpropylbromide), C(=O)(OC(C)(C)C)N1C=NC2=C1C=CC(=C2)NCC2=CC=C(C=C2)OC (N1-Boc-N-(4-Methoxybenzyl)benzimidazol-5-amine). Procedure: N1-Boc-N-(4-Methoxybenzyl)benzimidazol-5-amine (353 mg; 1 mmol; 1 eq.) was dissolved in DMF (5 ml), treated with K2CO3 (166 mg; 1.2 mmol; 1.2 eq.) and phenylpropylbromide (0.183 ml; 1.2 mmol; 1.2 eq.) and stirred at room temperature for 24 h. The mixture was diluted with water and extracted with ethyl acetate (3×25 ml). The combined organic layers were dried over Na2SO4 and evaporated. The remains were taken up with THF (5 ml), treated with 5 N NaOCH3 and stirred for 2 h at room temperature. The... Starting materials: COC1=CC2=C(OC(O2)(CCC)C)C=C1[N+](=O)[O-] (5-methoxy-6-nitro-2-methyl-2-propyl-1,3-benzodioxole), O (water), C(C)(=O)O (acetic acid), hydrogen-reduced iron. The solvent is C(C)O (ethanol). Run at time 30 minute. The product is COC1=CC2=C(OC(O2)(CCC)C)C=C1 (5-methoxy-2-methyl-2-propyl-1,3-benzodioxole). As a reaction SMILES: O.C(O)(=O)C.[CH3:6][O:7][C:8]1[C:20]([N+]([O-])=O)=[CH:19][C:11]2[O:12][C:13]([CH3:18])([CH2:15][CH2:16][CH3:17])[O:14][C:10]=2[CH:9]=1>C(O)C>[CH3:6][O:7][C:8]1[CH:20]=[CH:19][C:11]2[O:12][C:13]([CH3:18])([CH2:15][CH2:16][CH3:17])[O:14][C:10]=2[CH:9]=1. Procedure details: A suspension of 50 g of hydrogen-reduced iron powder in 150 ml of ethanol, to which 7 ml of water and 5 ml of acetic acid have been added, is heated under reflux. 0.08 mole (20.3 g) of 5-methoxy-6-nitro-2-methyl-2-propyl-1,3-benzodioxole is added portionwise. Heating is continued for 30 minutes after the end of the addition. The reaction mixture is filtered while boiling. 25 ml of a 7N solution of hydrochloric acid is added to the filtrate. Starting materials: solution, Cl (hydrogen chloride), O[C@@H](CN[C@@H](CC1=CNC2=C(C=CC=C12)O[C@H](C(=O)O)C)C)C=1C=NC=CC1 ((2S)-2-((3-((2R)-2-(((2R)-2-hydroxy-2-pyridin-3-ylethyl)amino)propyl)-1H-indol-7-yl)oxy)propanoic acid), C(C)(=O)OCC (ethyl acetate), C(C)(C)OC(C)C (diisopropyl ether). Solvent: O1CCOCC1 (dioxane), C(C)O (ethanol). Reaction conditions: time 2 hour. Yields the product O[C@@H](CN[C@@H](CC1=CNC2=C(C=CC=C12)O[C@H](C(=O)OCC)C)C)C=1C=NC=CC1 (Ethyl(2S)-2-((3-((2R)-2-(((2R)-2-hydroxy-2-pyridin-3-ylethyl)amino)-propyl)-1H-indol-7-yl)oxy)propanoate). The yield is 87.0%. As a reaction SMILES: [OH:1][C@H:2]([C:23]1[CH:24]=[N:25][CH:26]=[CH:27][CH:28]=1)[CH2:3][NH:4][C@H:5]([CH3:22])[CH2:6][C:7]1[C:15]2[C:10](=[C:11]([O:16][C@@H:17]([CH3:21])[C:18]([OH:20])=[O:19])[CH:12]=[CH:13][CH:14]=2)[NH:9][CH:8]=1.Cl.[C:30](OCC)(=O)[CH3:31].C(OC(C)C)(C)C>C(O)C.O1CCOCC1>[OH:1][C@H:2]([C:23]1[CH:24]=[N:25][CH:26]=[CH:27][CH:28]=1)[CH2:3][NH:4][C@H:5]([CH3:22])[CH2:6][C:7]1[C:15]2[C:10](=[C:11]([O:16][C@@H:17]([CH3:21])[C:18]([O:20][CH2:30][CH3:31])=[O:19])[CH:12]=[CH:13][CH:14]=2)[NH:9][CH:8]=1. Procedure: To a suspension of (2S)-2-((3-((2R)-2-(((2R)-2-hydroxy-2-pyridin-3-ylethyl)amino)propyl)-1H-indol-7-yl)oxy)propanoic acid (6.72 g, 17.53 mmol) in ethanol (135 mL) is added a 4N solution of hydrogen chloride in dioxane (55 mL), and the mixture is stirred at room temperature for 2 hours. The reaction solution is evaporated to remove the solvent, and the residue is separated into a saturated aqueous sodium hydrogen carbonate solution and chloroform. The organic layer is washed with a saturated brin... The reactants are CC(C)(C)OC(=O)NC(Cc1ccccn1)C(=O)O, ClCCl, CCn1cc(C(C)C(N)C(=O)OC)c2cc(Cl)ccc21. Product: CCn1cc(C(C)C(NC(=O)C(Cc2ccccn2)NC(=O)OC(C)(C)C)C(=O)OC)c2cc(Cl)ccc21. Reaction SMILES: [C:21]([CH3:22])([CH3:23])([CH3:24])[O:25][C:26](=[O:27])[NH:28][CH:29]([CH2:30][c:31]1[n:32][cH:33][cH:34][cH:35][cH:36]1)[C:37](=[O:38])[OH:39].[CH2:40]([Cl:41])[Cl:42].[CH3:1][O:2][C:3]([CH:4]([NH2:5])[CH:6]([c:7]1[cH:8][n:9]([CH2:17][CH3:18])[c:10]2[cH:11][cH:12][c:13]([Cl:16])[cH:14][c:15]12)[CH3:19])=[O:20]>>[CH3:1][O:2][C:3]([CH:4]([NH:5][C:37]([CH:29]([NH:28][C:26]([O:25][C:21]([CH3:22])([CH3:23])[CH3:24])=[O:27])[CH2:30][c:31]1[n:32][cH:33][cH:34][cH:35][cH:36]1)=[O:38])[CH:6]([c:7]1[cH:8][n:9]([CH2:17][CH3:18])[c:10]2[cH:11][cH:12][c:13]([Cl:16])[cH:14][c:15]12)[CH3:19])=[O:20].